From a dataset of the Open Reaction Database (ORD), a public repository of structured organic reaction records. describe an organic reaction: reactants, conditions, products, and yield The reactants are ClCCl, C=CC(C)CCCC(C)CCCC(C)C, O=C(OO)c1cccc(Cl)c1. The product is CC(C)CCCC(C)CCCC(C)C1CO1. RXN SMILES: [CH2:27]([Cl:28])[Cl:29].[CH3:1][CH:2]([CH:3]=[CH2:4])[CH2:5][CH2:6][CH2:7][CH:8]([CH2:9][CH2:10][CH2:11][CH:12]([CH3:13])[CH3:14])[CH3:15].[OH:16][O:17][C:18]([c:19]1[cH:20][c:21]([Cl:22])[cH:23][cH:24][cH:25]1)=[O:26]>>[CH3:1][CH:2]([CH:3]1[CH2:4][O:16]1)[CH2:5][CH2:6][CH2:7][CH:8]([CH2:9][CH2:10][CH2:11][CH:12]([CH3:13])[CH3:14])[CH3:15]. Yields the product COC1=CC=C(CC2=CS[C@H]3N(C2C(=O)O)C(C3NC(CC3=CC=CC=C3)=O)=O)C=C1 (3-(4-Methoxy-benzyl)-7-(N-phenylacetyl-amino)-ceph-2-em-4ξ-carboxylic acid), 2-methoxy-benzyl. Procedure: 0.1 g of 3-acetoxymethyl-7-(N-phenylacetyl-amino)-ceph-2-em-4ξ-carboxylic acid are dissolved in a solution of 0.056 g of anisole in 5 ml of chloroform, and the solution is cooled to 0°C and saturated with boron trifluoride gas for 15 minutes. The temperature of the reaction mixture is thereafter brought to room temperature over the course of 2 hours; 50 ml of acetic acid ethyl ester are added, and the mixture is again cooled to 0°C and slowly poured into 50 ml of a 10% strength aqueous dipotassi... As a reaction SMILES: C(O[CH2:5][C:6]1[CH:11]([C:12]([OH:14])=[O:13])[N:10]2[C:15](=[O:27])[CH:16]([NH:17][C:18](=[O:26])[CH2:19][C:20]3[CH:25]=[CH:24][CH:23]=[CH:22][CH:21]=3)[C@H:9]2[S:8][CH:7]=1)(=O)C.B(F)(F)F.[CH2:32]([O:34][C:35](=O)[CH3:36])C.P([O-])([O-])(O)=O.[K+].[K+]>C1(OC)C=CC=CC=1.C(Cl)(Cl)Cl>[CH3:32][O:34][C:35]1[CH:36]=[CH:12][C:11]([CH2:5][C:6]2[CH:11]([C:12]([OH:14])=[O:13])[N:10]3[C:15](=[O:27])[CH:16]([NH:17][C:18](=[O:26])[CH2:19][C:20]4[CH:21]=[CH:22][CH:23]=[CH:24][CH:25]=4)[C@H:9]3[S:8][CH:7]=2)=[CH:6][CH:5]=1 |f:3.4.5|. Reactants: C(C)(=O)OCC1=CS[C@H]2N(C1C(=O)O)C(C2NC(CC2=CC=CC=C2)=O)=O (3-acetoxymethyl-7-(N-phenylacetyl-amino)-ceph-2-em-4ξ-carboxylic acid), C(C)OC(C)=O (acetic acid ethyl ester), P(=O)(O)([O-])[O-].[K+].[K+] (dipotassium hydrogen phosphate), B(F)(F)F (boron trifluoride). Reaction conditions: temperature 0 celsius. Solvent: C1(=CC=CC=C1)OC (anisole), C(Cl)(Cl)Cl (chloroform). Reactants: O=C1CCC(=O)N1Br, O=C(OOC(=O)c1ccccc1)c1ccccc1, ClC(Cl)(Cl)Cl, c1ccc(C2OCCO2)cc1. Yields the product O=C(OCCBr)c1ccccc1. Reaction SMILES: [Br:12][N:13]1[C:14](=[O:15])[CH2:16][CH2:17][C:18]1=[O:19].[C:20]([O:21][O:22][C:23](=[O:24])[c:25]1[cH:26][cH:27][cH:28][cH:29][cH:30]1)(=[O:31])[c:32]1[cH:33][cH:34][cH:35][cH:36][cH:37]1.[C:38]([Cl:39])([Cl:40])([Cl:41])[Cl:42].[c:1]1([CH:7]2[O:8][CH2:9][CH2:10][O:11]2)[cH:2][cH:3][cH:4][cH:5][cH:6]1>>[c:1]1([C:7](=[O:8])[O:11][CH2:10][CH2:9][Br:12])[cH:2][cH:3][cH:4][cH:5][cH:6]1. Starting materials: N=1C=CN2C1C=CC=C2S(=O)(=O)CCCCN2C(SCC2=O)=O (3-[4-(imidazo[1,2-a]pyridin-5-ylsulfonyl)butyl]thiazolidine-2,4-dione), C(CCC)=O (n-butyraldehyde), N1CCCCC1 (piperidine). Solvent: C(C)O (ethanol). Product: C(CCC)=C1C(N(C(S1)=O)CCCCS(=O)(=O)C1=CC=CC=2N1C=CN2)=O (5-butylidene-3-[4-(imidazo[1,2-a]pyridin-5-ylsulfonyl)butyl]thiazolidine-2,4-dione). Reaction SMILES: [N:1]1[CH:2]=[CH:3][N:4]2[C:9]([S:10]([CH2:13][CH2:14][CH2:15][CH2:16][N:17]3[C:21](=[O:22])[CH2:20][S:19][C:18]3=[O:23])(=[O:12])=[O:11])=[CH:8][CH:7]=[CH:6][C:5]=12.[CH:24](=O)[CH2:25][CH2:26][CH3:27].N1CCCCC1>C(O)C>[CH:24](=[C:20]1[S:19][C:18](=[O:23])[N:17]([CH2:16][CH2:15][CH2:14][CH2:13][S:10]([C:9]2[N:4]3[CH:3]=[CH:2][N:1]=[C:5]3[CH:6]=[CH:7][CH:8]=2)(=[O:12])=[O:11])[C:21]1=[O:22])[CH2:25][CH2:26][CH3:27]. Procedure details: To a solution of 0.22 g (0.62 mmol) of 3-[4-(imidazo[1,2-a]pyridin-5-ylsulfonyl)butyl]thiazolidine-2,4-dione and 0.10 ml (1.1 mmol) of n-butyraldehyde in 5 ml of ethanol, 0.01 ml (0.1 mmol) of piperidine was added, followed by refluxing for 2 hours. After the reaction mixture was cooled, the solvent was distilled off. The residue was dissolved in chloroform, washed with saturated aqueous sodium hydrogen carbonate and dried, after which the solvent was distilled off. The residue was purified by c... Starting materials: OS(=O)(=O)O (H2SO4), FC(C(C(CCC1=C(C=CC=C1)C)=NO)=O)(F)F (1,1,1-trifluoro-5-(2-methylphenyl)-2,3-pentanedione 3-oxime). Run in C1(=CC=CC=C1)C (toluene). Conditions: temperature 25 celsius, time 30 minute. The product is OC1(C(CCC2=C(C=CC=C12)C)=NO)C(F)(F)F (3,4-Dihydro-1-hydroxy-5-methyl-1-(trifluoromethyl)-2-(1H)-naphthalenone oxime). The yield is 87.4%. RXN SMILES: OS(O)(=O)=O.[F:6][C:7]([F:23])([F:22])[C:8](=[O:21])[C:9](=[N:19][OH:20])[CH2:10][CH2:11][C:12]1[CH:17]=[CH:16][CH:15]=[CH:14][C:13]=1[CH3:18]>C1(C)C=CC=CC=1>[OH:21][C:8]1([C:7]([F:22])([F:23])[F:6])[C:17]2[C:12](=[C:13]([CH3:18])[CH:14]=[CH:15][CH:16]=2)[CH2:11][CH2:10][C:9]1=[N:19][OH:20]. Procedure: Cold concentrated H2SO4 (12 ml, 98% w/v H2SO4 in water) was added to a stirred suspension of 1,1,1-trifluoro-5-(2-methylphenyl)-2,3-pentanedione 3-oxime (11.9 g, 45.9 mmol) in toluene (16 mL) at 0° C. The reaction mixture and allowed to warm to room temperature (25° C.) and then stirred for 30 min. Ice was added to the reaction mixture. The resulting mixture was extracted with diethyl ether (2×). The ether extract was washed successively with water and a saturated aqueous solution of NaHCO3, dri... Reactants: NC=1C=C(C(=O)O)C=C(C1C1=CC=CC=C1)S(N)(=O)=O (3-amino-4-phenyl-5-sulfamylbenzoic acid), C(=C)C1=CC=NC=C1 (4-vinylpyridine), C(C)(=O)O (acetic acid). The solvent is CO (methanol), O (water). The product is C1(=CC=CC=C1)C1=C(C=C(C(=O)O)C=C1S(N)(=O)=O)NCCC1=CC=NC=C1 (4-Phenyl-3-(4-pyridylethylamino)-5-sulfamylbenzoic acid). As a reaction SMILES: [NH2:1][C:2]1[CH:3]=[C:4]([CH:8]=[C:9]([S:17](=[O:20])(=[O:19])[NH2:18])[C:10]=1[C:11]1[CH:16]=[CH:15][CH:14]=[CH:13][CH:12]=1)[C:5]([OH:7])=[O:6].[CH:21]([C:23]1[CH:28]=[CH:27][N:26]=[CH:25][CH:24]=1)=[CH2:22].C(O)(=O)C>CO.O>[C:11]1([C:10]2[C:9]([S:17](=[O:20])(=[O:19])[NH2:18])=[CH:8][C:4]([C:5]([OH:7])=[O:6])=[CH:3][C:2]=2[NH:1][CH2:22][CH2:21][C:23]2[CH:28]=[CH:27][N:26]=[CH:25][CH:24]=2)[CH:16]=[CH:15][CH:14]=[CH:13][CH:12]=1. Procedure details: A solution of 3-amino-4-phenyl-5-sulfamylbenzoic acid (1.46 g), 4-vinylpyridine (1.0 ml) and acetic acid (0.5 ml) in methanol (7.5 ml) is refluxed for 5-6 hours. After cooling, the resulting solution is diluted with water (16 ml) to precipitate crude 4-phenyl-3-(4-pyridylethylamino)-5-sulfamylbenzoic acid, which is collected by filtration, washed with water and dried. After recrystallization twice from aqueous ethanol, the acid is obtained with a melting point of 216.5°-217.5° C. Reactants: Cc1c(N2C(=O)NC(CNC(=O)OC(C)(C)C)C2=O)ccc(C#N)c1Cl, C[Si](C)(C)[N-][Si](C)(C)C, CI, [K+], CN(C)C=O, O. Yields the product Cc1c(N2C(=O)C(CNC(=O)OC(C)(C)C)N(C)C2=O)ccc(C#N)c1Cl. As a reaction SMILES: [C:1]([CH3:2])([CH3:3])([CH3:4])[O:5][C:6]([NH:7][CH2:8][CH:9]1[NH:10][C:11](=[O:25])[N:12]([c:15]2[c:16]([CH3:24])[c:17]([Cl:23])[c:18]([C:21]#[N:22])[cH:19][cH:20]2)[C:13]1=[O:14])=[O:26].[CH3:28][Si:29]([N-:30][Si:31]([CH3:32])([CH3:33])[CH3:34])([CH3:35])[CH3:36].[I:37][CH3:38].[K+:27].[O:39]=[CH:40][N:41]([CH3:42])[CH3:43].[OH2:44]>>[C:1]([CH3:2])([CH3:3])([CH3:4])[O:5][C:6]([NH:7][CH2:8][CH:9]1[N:10]([CH3:28])[C:11](=[O:25])[N:12]([c:15]2[c:16]([CH3:24])[c:17]([Cl:23])[c:18]([C:21]#[N:22])[cH:19][cH:20]2)[C:13]1=[O:14])=[O:26]. Reaction SMILES: [Br:12][CH2:13][CH2:14][CH2:15][CH2:16][N:17]1[C:18](=[O:27])[c:19]2[c:20]([cH:23][cH:24][cH:25][cH:26]2)[C:21]1=[O:22].[CH3:34][N:35]([CH3:36])[CH:37]=[O:38].[K+:28].[K+:29].[O-:30][C:31]([O-:32])=[O:33].[S:1]1[CH2:2][CH2:3][CH2:4][c:5]2[cH:6][cH:7][cH:8][c:9]([OH:11])[c:10]21>>[S:1]1[CH2:2][CH2:3][CH2:4][c:5]2[cH:6][cH:7][cH:8][c:9]([O:11][CH2:13][CH2:14][CH2:15][CH2:16][N:17]3[C:18](=[O:27])[c:19]4[c:20]([cH:23][cH:24][cH:25][cH:26]4)[C:21]3=[O:22])[c:10]21. The reactants are O=C1c2ccccc2C(=O)N1CCCCBr, CN(C)C=O, [K+], [K+], O=C([O-])[O-], Oc1cccc2c1SCCC2. Yields the product O=C1c2ccccc2C(=O)N1CCCCOc1cccc2c1SCCC2. Starting materials: C(C)(=O)O (acetic acid), C(#N)C1=CC(=C(C=C1)C1C(NC(N1)=O)=O)C (5-(4-cyano-2-methylphenyl)hydantoin), [OH-].[Na+] (sodium hydroxide), stainless steel, PTFE. Product: C(=O)(O)C1=CC(=C(C=C1)C(N)C(=O)O)C (2-(4-Carboxy-2-methylphenyl)glycine). As a reaction SMILES: C(C1[CH:8]=[CH:7][C:6]([CH:9]2[NH:13]C(=O)N[C:10]2=[O:15])=[C:5]([CH3:16])[CH:4]=1)#N.[C:17]([OH:20])(=[O:19])[CH3:18].[OH-:21].[Na+]>>[C:17]([C:18]1[CH:8]=[CH:7][C:6]([CH:9]([C:10]([OH:15])=[O:21])[NH2:13])=[C:5]([CH3:16])[CH:4]=1)([OH:20])=[O:19] |f:2.3|. Procedure details: A stirred mixture of 5-(4-cyano-2-methylphenyl)hydantoin (1.1 g, 5.2 mmol) in aqueous sodium hydroxide (2M, 12 ml) was heated to 120° C. for 17 hours in a PTFE lined stainless steel sealed reaction vessel. The cooled mixture was acidified with glacial acetic acid (1.4 ml) and chromatographed on ion exchange (Dowex 50×8-100 resin). The column was eluted sequentially with water, tetrahydrofuran-water (1:1), water and 10% pyridine in water. Fractions collected from the pyridine-water elution were c...